This data is from the Open Reaction Database (ORD), a public repository of structured organic reaction records. The task is: describe an organic reaction: reactants, conditions, products, and yield The reactants are OC1=C(C=O)C=C(C=C1)C1=CC=2C(CCC(C2C=C1C)(C)C)(C)C (2-hydroxy-5-(3,5,5,8,8-pentamethyl-5,6,7,8-tetrahydro-2-naphthyl) benzaldehyde), ICCC (1-iodopropane). Product: C(CC)OC1=C(C=O)C=C(C=C1)C1=CC=2C(CCC(C2C=C1C)(C)C)(C)C (2-Propyloxy-5-(3,5,5,8,8-pentamethyl-5,6,7,8-tetrahydro-2-naphthyl) benzaldehyde). Isolated yield 97.3%. As a reaction SMILES: [OH:1][C:2]1[CH:9]=[CH:8][C:7]([C:10]2[C:19]([CH3:20])=[CH:18][C:17]3[C:16]([CH3:22])([CH3:21])[CH2:15][CH2:14][C:13]([CH3:24])([CH3:23])[C:12]=3[CH:11]=2)=[CH:6][C:3]=1[CH:4]=[O:5].I[CH2:26][CH2:27][CH3:28]>>[CH2:26]([O:1][C:2]1[CH:9]=[CH:8][C:7]([C:10]2[C:19]([CH3:20])=[CH:18][C:17]3[C:16]([CH3:22])([CH3:21])[CH2:15][CH2:14][C:13]([CH3:24])([CH3:23])[C:12]=3[CH:11]=2)=[CH:6][C:3]=1[CH:4]=[O:5])[CH2:27][CH3:28]. Reported procedure: In a similar manner to Example 10(b), by reaction of 2 g (6.2 mmol) of 2-hydroxy-5-(3,5,5,8,8-pentamethyl-5,6,7,8-tetrahydro-2-naphthyl) benzaldehyde [prepared in Example 16(a)] with 670 μl (6.8 mmol) of 1-iodopropane, 2.2 g (88%) of the expected product are obtained in the form of a colourless oil. The reactants are C(C=C)N(S(=O)(=O)C1=CC=C(C=C1)C)CC=C (N,N-Diallyl-4-methyl-benzenesulfonamide). Reagents/catalysts: [PH4+] (phosphonium). The solvent is C(Cl)Cl (CH2Cl2). Product: C1(=CC=C(C=C1)S(=O)(=O)N1CC=CC1)C (1-(toluene-4-sulfonyl)-2,5-dihydro-1H-pyrrole). The yield is 99.5%. RXN SMILES: [CH2:1]([N:4]([CH2:15][CH:16]=[CH2:17])[S:5]([C:8]1[CH:13]=[CH:12][C:11]([CH3:14])=[CH:10][CH:9]=1)(=[O:7])=[O:6])C=C>[PH4+].C(Cl)Cl>[C:11]1([CH3:14])[CH:10]=[CH:9][C:8]([S:5]([N:4]2[CH2:1][CH:17]=[CH:16][CH2:15]2)(=[O:6])=[O:7])=[CH:13][CH:12]=1. Reported procedure: A solution of N,N-Diallyl-4-methyl-benzenesulfonamide (251 mg, 1.0 mmol, 1.0 equiv), phosphonium catalyst (10) (30 mg, 0.025 mmol, 0.025 equiv) in CH2Cl2 (20 mL, 0.05 M) were heated under reflux for 3 h under argon. The mixture was concentrated under reduced pressure. The crude product was diluted with CH2Cl2 (1 ml) and the catalyst was precipitated with Et2O (10 mL). Filtration produced the phosphonium catalyst (10) in quantitative yield (85% purity). Evaporation of the filtrate afforded pure 1... Reactants: Br, Br, CCO, O=[N+]([O-])c1ccc(Cl)nc1, [Na+], [OH-], O, N=C(N)SCCc1c[nH]cn1. Product: O=[N+]([O-])c1ccc(SCCc2c[nH]cn2)nc1. Reaction SMILES: [BrH:11].[BrH:12].[CH3:26][CH2:27][OH:28].[Cl:1][c:2]1[n:3][cH:4][c:5]([N+:8](=[O:9])[O-:10])[cH:6][cH:7]1.[Na+:25].[OH-:24].[OH2:29].[nH:13]1[cH:14][n:15][c:16]([CH2:18][CH2:19][S:20][C:21](=[NH:22])[NH2:23])[cH:17]1>>[c:2]1([S:20][CH2:19][CH2:18][c:16]2[n:15][cH:14][nH:13][cH:17]2)[n:3][cH:4][c:5]([N+:8](=[O:9])[O-:10])[cH:6][cH:7]1. Reactants: C(#N)C(COS(=O)(=O)C1=CC=C(C=C1)C)(CCCCC)C1=CC=CC=C1 (toluene-4-sulfonic acid 2-cyano-2-phenylheptyl ester), S(=O)(=O)([O-])[O-].[Na+].[Na+] (sodium sulfate), O.[O-]S(=O)(=O)[O-].[Na+].[Na+] (water Na2SO4), [H-].[H-].[H-].[H-].[Li+].[Al+3] (LiAlH4). Solvent: C1CCOC1 (THF). Reaction conditions: time 1 hour. Product: C(CCCC)C1(CNC1)C1=CC=CC=C1 (3-Pentyl-3-phenylazetidine). Yield: 101.2%. Reaction SMILES: [C:1]([C:3]([C:21]1[CH:26]=[CH:25][CH:24]=[CH:23][CH:22]=1)([CH2:16][CH2:17][CH2:18][CH2:19][CH3:20])[CH2:4]OS(C1C=CC(C)=CC=1)(=O)=O)#[N:2].[H-].[H-].[H-].[H-].[Li+].[Al+3].S([O-])([O-])(=O)=O.[Na+].[Na+].O.[O-]S([O-])(=O)=O.[Na+].[Na+]>C1COCC1>[CH2:16]([C:3]1([C:21]2[CH:26]=[CH:25][CH:24]=[CH:23][CH:22]=2)[CH2:1][NH:2][CH2:4]1)[CH2:17][CH2:18][CH2:19][CH3:20] |f:1.2.3.4.5.6,7.8.9,10.11.12.13|. Procedure: To a solution containing 5.26 g (14.1 mmol) of toluene-4-sulfonic acid 2-cyano-2-phenylheptyl ester in 25 mL of THF under nitrogen are added cautiously 600 mg (15.5 mmol) of LiAlH4 powder. The reaction medium is stirred for 1 hour at room temperature and then treated with a sodium sulfate paste (hot water+Na2SO4). After stirring for 30 minutes at room temperature, the salts formed are filtered off and the filtrate is evaporated under reduced pressure. The residue is taken up in dichloromethane a... Starting materials: O=S(=O)(Cc1ccccc1)c1ccc(F)c(Cl)c1, O=C(O)Cc1cc(O)cc(Cl)c1. The product is O=C(O)Cc1cc(Cl)cc(Oc2ccc(S(=O)(=O)Cc3ccccc3)cc2Cl)c1. As a reaction SMILES: [CH2:13]([c:14]1[cH:15][cH:16][cH:17][cH:18][cH:19]1)[S:20](=[O:21])(=[O:22])[c:23]1[cH:24][c:25]([Cl:30])[c:26]([F:29])[cH:27][cH:28]1.[Cl:1][c:2]1[cH:3][c:4]([CH2:9][C:10](=[O:11])[OH:12])[cH:5][c:6]([OH:8])[cH:7]1>>[Cl:1][c:2]1[cH:3][c:4]([CH2:9][C:10](=[O:11])[OH:12])[cH:5][c:6]([O:8][c:26]2[c:25]([Cl:30])[cH:24][c:23]([S:20]([CH2:13][c:14]3[cH:15][cH:16][cH:17][cH:18][cH:19]3)(=[O:21])=[O:22])[cH:28][cH:27]2)[cH:7]1. The reactants are CS(=O)[O-], CS(C)=O, O=Cc1ccc(F)cc1Cl, [Na+]. The product is CS(=O)(=O)c1ccc(C=O)c(Cl)c1. As a reaction SMILES: [CH3:11][S:12](=[O:13])[O-:14].[CH3:16][S:17]([CH3:18])=[O:19].[Cl:1][c:2]1[c:3]([CH:4]=[O:5])[cH:6][cH:7][c:8]([F:10])[cH:9]1.[Na+:15]>>[Cl:1][c:2]1[c:3]([CH:4]=[O:5])[cH:6][cH:7][c:8]([S:12]([CH3:11])(=[O:13])=[O:14])[cH:9]1. Starting materials: COC(=O)C1(CN(C(C1)=O)C1=C(C=CC=C1C)C)C1CCC1 (3-cyclobutyl-1-(2,6-dimethylphenyl)-5-oxo-pyrrolidine-3-carboxylic acid methyl ester), [NH4+].[Cl-] (NH4Cl), [Li]CCCC (n-BuLi), FC(C=1C=C(N)C=C(C1)C(F)(F)F)(F)F (3,5-bis-trifluoromethylaniline). The solvent is C1CCOC1 (THF), C1CCOC1 (THF). Reaction conditions: time 10 minute. Yields the product FC(C=1C=C(C=C(C1)C(F)(F)F)NC(=O)C1(CN(C(C1)=O)C1=C(C=CC=C1C)C)C1CCC1)(F)F (3-cyclobutyl-1-(2,6-dimethylphenyl)-5-oxo-pyrrolidine-3-carboxylic acid (3,5-bis-trifluoromethylphenyl)-amide). Yield: 1.5%. Reaction SMILES: [Li]CCCC.[F:6][C:7]([F:20])([F:19])[C:8]1[CH:9]=[C:10]([CH:12]=[C:13]([C:15]([F:18])([F:17])[F:16])[CH:14]=1)[NH2:11].C[O:22][C:23]([C:25]1([CH:39]2[CH2:42][CH2:41][CH2:40]2)[CH2:29][C:28](=[O:30])[N:27]([C:31]2[C:36]([CH3:37])=[CH:35][CH:34]=[CH:33][C:32]=2[CH3:38])[CH2:26]1)=O.[NH4+].[Cl-]>C1COCC1>[F:6][C:7]([F:19])([F:20])[C:8]1[CH:9]=[C:10]([NH:11][C:23]([C:25]2([CH:39]3[CH2:40][CH2:41][CH2:42]3)[CH2:29][C:28](=[O:30])[N:27]([C:31]3[C:36]([CH3:37])=[CH:35][CH:34]=[CH:33][C:32]=3[CH3:38])[CH2:26]2)=[O:22])[CH:12]=[C:13]([C:15]([F:16])([F:17])[F:18])[CH:14]=1 |f:3.4|. Procedure: n-BuLi (2.5 M solution in hexanes, 1.13 mL, 2.82 mmol) was added to a solution of 3,5-bis-trifluoromethylaniline (437 μL, 2.82 mmol) in THF (0.5 mL) at room temperature. The resulting dark brown colored solution was stirred for 10 min at room temperature. A solution of 3-cyclobutyl-1-(2,6-dimethylphenyl)-5-oxo-pyrrolidine-3-carboxylic acid methyl ester (prepared from step a, 283 mg, 0.94 mmol) in THF (3 mL) was added and stirred for 30 min at 100° C. in a sealed vial. Saturated aqueous NH4Cl sol... Reaction SMILES: [CH3:1][O:2][C:3]([CH:4]([NH:5][C:6]([O:7][C:8]([CH3:9])([CH3:10])[CH3:11])=[O:12])[CH2:13][C:14]([CH3:15])([CH3:16])[CH3:17])=[O:18].[Cl:26][CH2:27][Cl:28].[F:19][C:20]([C:21](=[O:22])[OH:23])([F:24])[F:25]>>[CH3:1][O:2][C:3]([CH:4]([NH2:5])[CH2:13][C:14]([CH3:15])([CH3:16])[CH3:17])=[O:18].[F:19][C:20]([C:21](=[O:22])[OH:23])([F:24])[F:25]. The reactants are COC(=O)C(CC(C)(C)C)NC(=O)OC(C)(C)C, ClCCl, O=C(O)C(F)(F)F. Yields the product COC(=O)C(N)CC(C)(C)C, O=C(O)C(F)(F)F. Starting materials: NC1=CC(=C(C(=O)OC)C=C1Cl)OC (methyl 4-amino-5-chloro-2-methoxybenzoate), O.NN (hydrazine hydrate). Run in C(C)O (ethanol). Product: NC1=CC(=C(C(=O)NN)C=C1Cl)OC (4-Amino-5-chloro-2-methoxybenzoic acid hydrazide). RXN SMILES: [NH2:1][C:2]1[C:11]([Cl:12])=[CH:10][C:5]([C:6](OC)=[O:7])=[C:4]([O:13][CH3:14])[CH:3]=1.O.[NH2:16][NH2:17]>C(O)C>[NH2:1][C:2]1[C:11]([Cl:12])=[CH:10][C:5]([C:6]([NH:16][NH2:17])=[O:7])=[C:4]([O:13][CH3:14])[CH:3]=1 |f:1.2|. Procedure: 51.5 g (0.239 mol) of methyl 4-amino-5-chloro-2-methoxybenzoate suspended in 460 ml of ethanol are introduced into a 1 l reactor. 119 g (2.39 mol) of hydrazine hydrate are added over 15 min and the mixture is refluxed for 15 h. Reactants: O=S1CCN(c2nc(Cl)nc3c(SCc4ccccc4)ncnc23)CC1, CCCN. The product is CCCNc1nc(N2CCS(=O)CC2)c2ncnc(SCc3ccccc3)c2n1. Reaction SMILES: [CH2:1]([c:2]1[cH:3][cH:4][cH:5][cH:6][cH:7]1)[S:8][c:9]1[n:10][cH:11][n:12][c:13]2[c:14]1[n:15][c:16]([Cl:26])[n:17][c:18]2[N:19]1[CH2:20][CH2:21][S:22](=[O:25])[CH2:23][CH2:24]1.[CH3:27][CH2:28][CH2:29][NH2:30]>>[CH2:1]([c:2]1[cH:3][cH:4][cH:5][cH:6][cH:7]1)[S:8][c:9]1[n:10][cH:11][n:12][c:13]2[c:14]1[n:15][c:16]([NH:30][CH2:29][CH2:28][CH3:27])[n:17][c:18]2[N:19]1[CH2:20][CH2:21][S:22](=[O:25])[CH2:23][CH2:24]1.